Dataset: the Open Reaction Database (ORD), a public repository of structured organic reaction records. Task: describe an organic reaction: reactants, conditions, products, and yield Starting materials: C(C1=CC=CC=C1)NC(N(CC1=C(C=CC(=C1)C(F)(F)F)B1OC(C(O1)(C)C)(C)C)CC)=O (3-Benzyl-1-ethyl-1-[2-(4,4,5,5-tetramethyl-[1,3,2]dioxaborolan-2-yl)-5-trifluoromethyl-benzyl]-urea), C(C)OC(CC=1C=NC(=C(C1)Br)OC)=O ((5-bromo-6-methoxy-pyridin-3-yl)-acetic acid ethyl ester). The product is C(C)OC(CC=1C=NC(=C(C1)C1=C(C=C(C=C1)C(F)(F)F)CN(C(=O)NCC1=CC=CC=C1)CC)OC)=O ({5-[2-(3-benzyl-1-ethyl-ureidomethyl)-4-trifluoromethyl-phenyl]-6-methoxy-pyridin-3-yl}-acetic acid ethyl ester). RXN SMILES: [CH2:1]([NH:8][C:9](=[O:33])[N:10]([CH2:31][CH3:32])[CH2:11][C:12]1[CH:17]=[C:16]([C:18]([F:21])([F:20])[F:19])[CH:15]=[CH:14][C:13]=1B1OC(C)(C)C(C)(C)O1)[C:2]1[CH:7]=[CH:6][CH:5]=[CH:4][CH:3]=1.[CH2:34]([O:36][C:37](=[O:48])[CH2:38][C:39]1[CH:40]=[N:41][C:42]([O:46][CH3:47])=[C:43](Br)[CH:44]=1)[CH3:35]>>[CH2:34]([O:36][C:37](=[O:48])[CH2:38][C:39]1[CH:40]=[N:41][C:42]([O:46][CH3:47])=[C:43]([C:13]2[CH:14]=[CH:15][C:16]([C:18]([F:19])([F:20])[F:21])=[CH:17][C:12]=2[CH2:11][N:10]([CH2:31][CH3:32])[C:9]([NH:8][CH2:1][C:2]2[CH:7]=[CH:6][CH:5]=[CH:4][CH:3]=2)=[O:33])[CH:44]=1)[CH3:35]. Procedure: 3-Benzyl-1-ethyl-1-[2-(4,4,5,5-tetramethyl-[1,3,2]dioxaborolan-2-yl)-5-trifluoromethyl-benzyl]-urea and (5-bromo-6-methoxy-pyridin-3-yl)-acetic acid ethyl ester were reacted as described in Example 11, Step 4 to provide {5-[2-(3-benzyl-1-ethyl-ureidomethyl)-4-trifluoromethyl-phenyl]-6-methoxy-pyridin-3-yl}-acetic acid ethyl ester. Starting materials: ( B ), Cl.NC1=NC(=NC2=CC(=C(C=C12)OC)OC)N1CC2=CC(=C(C=C2C1)OC)OC (4-amino-6,7-dimethoxy-2-(5,6-dimethoxyisoindolin-2-yl)quinazoline hydrochloride), Cl.COC=1C=C2CNCC2=CC1OC (5,6-dimethoxyisoindoline hydrochloride), NC1=NC(=NC2=CC(=C(C=C12)OC)OC)Cl (4-amino-2-chloro-6,7-dimethoxyquinazoline), C(C)N1CCCCC1 (N-ethylpiperidine), [OH-].[Na+] (sodium hydroxide). Run in C(C)O (ethanol), ClCCl (dichloromethane), C(C)OCCO (2-ethoxyethanol). The product is NC1=NC(=NC2=CC(=C(C=C12)OC)OC)N1CC2=CC(=C(C=C2C1)OC)OC (4-Amino-6,7-dimethoxy-2-(5,6-dimethoxyisoindolin-2-yl)quinazoline). As a reaction SMILES: Cl.COC1C=C2C(=CC=1OC)CNC2.NC1C2C(=CC(OC)=C(OC)C=2)N=C(Cl)N=1.C(N1CCCCC1)C.Cl.[NH2:40][C:41]1[C:50]2[C:45](=[CH:46][C:47]([O:53][CH3:54])=[C:48]([O:51][CH3:52])[CH:49]=2)[N:44]=[C:43]([N:55]2[CH2:63][C:62]3[C:57](=[CH:58][C:59]([O:66][CH3:67])=[C:60]([O:64][CH3:65])[CH:61]=3)[CH2:56]2)[N:42]=1.[OH-].[Na+]>C(OCCO)C.C(O)C.ClCCl>[NH2:40][C:41]1[C:50]2[C:45](=[CH:46][C:47]([O:53][CH3:54])=[C:48]([O:51][CH3:52])[CH:49]=2)[N:44]=[C:43]([N:55]2[CH2:56][C:57]3[C:62](=[CH:61][C:60]([O:64][CH3:65])=[C:59]([O:66][CH3:67])[CH:58]=3)[CH2:63]2)[N:42]=1 |f:0.1,4.5,6.7|. Procedure details: A mixture consisting of the product of (B), viz., 5,6-dimethoxyisoindoline hydrochloride (1.94 g.), together with 4-amino-2-chloro-6,7-dimethoxyquinazoline (2.16 g.) and N-ethylpiperidine (3.11 g.) all dissolved in 2-ethoxyethanol (60 ml.) was refluxed for a period of six hours, followed by cooling to room temperature (~25° C.). The resulting precipitate of 4-amino-6,7-dimethoxy-2-(5,6-dimethoxyisoindolin-2-yl)quinazoline hydrochloride (3.50 g., m.p. 318° C.) was then shaken with a mixture consi... The reactants are COc1cc(Br)c(CCC(=O)OC(C)(C)C)c(Br)c1, O=C(O)C(F)(F)F. Product: COc1cc(Br)c(CCC(=O)O)c(Br)c1. RXN SMILES: [Br:1][c:2]1[c:3]([CH2:11][CH2:12][C:13](=[O:14])[O:15][C:16]([CH3:17])([CH3:18])[CH3:19])[c:4]([Br:10])[cH:5][c:6]([O:8][CH3:9])[cH:7]1.[OH:20][C:21]([C:22]([F:23])([F:24])[F:25])=[O:26]>>[Br:1][c:2]1[c:3]([CH2:11][CH2:12][C:13](=[O:14])[OH:15])[c:4]([Br:10])[cH:5][c:6]([O:8][CH3:9])[cH:7]1.